Dataset: the Open Reaction Database (ORD), a public repository of structured organic reaction records. Task: describe an organic reaction: reactants, conditions, products, and yield The reactants are CS(C)=O, Fc1cc(Nc2ccc(Cl)cc2)nc(F)n1, N#C[Na]. Yields the product N#Cc1nc(F)cc(Nc2ccc(Cl)cc2)n1. RXN SMILES: [CH3:20][S:21]([CH3:22])=[O:23].[Cl:4][c:5]1[cH:6][cH:7][c:8]([NH:11][c:12]2[n:13][c:14]([F:19])[n:15][c:16]([F:18])[cH:17]2)[cH:9][cH:10]1.[Na:1][C:2]#[N:3]>>[C:2](#[N:3])[c:14]1[n:13][c:12]([NH:11][c:8]2[cH:7][cH:6][c:5]([Cl:4])[cH:10][cH:9]2)[cH:17][c:16]([F:18])[n:15]1. Starting materials: CCO, COc1cc([N+](=O)[O-])ccc1OCC(C)(C)O. Yields the product COc1cc(N)ccc1OCC(C)(C)O. RXN SMILES: [CH3:18][CH2:19][OH:20].[CH3:1][O:2][c:3]1[c:4]([O:5][CH2:6][C:7]([CH3:8])([OH:9])[CH3:10])[cH:11][cH:12][c:13]([N+:15]([O-:16])=[O:17])[cH:14]1>>[CH3:1][O:2][c:3]1[c:4]([O:5][CH2:6][C:7]([CH3:8])([OH:9])[CH3:10])[cH:11][cH:12][c:13]([NH2:15])[cH:14]1. Reactants: [Na] (sodium), OC1=CC=C(C=C1)C=1OC2=C(C1C(C1=CC=C(C=C1)C)=O)C=CC=C2 (2-p-hydroxyphenyl-3-p-methylbenzoylbenzofuran), C(C)N(CCCCl)CC (3-diethylaminopropyl chloride). Run in CO (methanol), C1(=CC=CC=C1)C (toluene), CO (methanol), C1(=CC=CC=C1)C (toluene). Product: C(C)N(CCCOC1=CC=C(C=C1)C=1OC2=C(C1C(C1=CC=C(C=C1)C)=O)C=CC=C2)CC (2-[4'-(3-Diethylaminopropoxy)phenyl]-3-(4'-methylbenzoyl)-benzofuran). Reaction SMILES: [Na].[OH:2][C:3]1[CH:8]=[CH:7][C:6]([C:9]2[O:10][C:11]3[CH:26]=[CH:25][CH:24]=[CH:23][C:12]=3[C:13]=2[C:14](=[O:22])[C:15]2[CH:20]=[CH:19][C:18]([CH3:21])=[CH:17][CH:16]=2)=[CH:5][CH:4]=1.[CH2:27]([N:29]([CH2:34][CH3:35])[CH2:30][CH2:31][CH2:32]Cl)[CH3:28]>C1(C)C=CC=CC=1.CO>[CH2:27]([N:29]([CH2:34][CH3:35])[CH2:30][CH2:31][CH2:32][O:2][C:3]1[CH:4]=[CH:5][C:6]([C:9]2[O:10][C:11]3[CH:26]=[CH:25][CH:24]=[CH:23][C:12]=3[C:13]=2[C:14](=[O:22])[C:15]2[CH:20]=[CH:19][C:18]([CH3:21])=[CH:17][CH:16]=2)=[CH:7][CH:8]=1)[CH3:28] |^1:0|. Procedure details: To a solution of 0.177 g. (7.7 g.-atom) of sodium dissolved in 25 ml. of dry methanol was added a solution of 2.4 g. (7.3 mmol.) of 2-p-hydroxyphenyl-3-p-methylbenzoylbenzofuran in 75 ml. of toluene and 10 ml. of methanol. The mixture was refluxed for 15 minutes, then the methanol was removed by distillation. A solution of 1.15 g. (7.7 mmol.) of 3-diethylaminopropyl chloride in 25 ml. of toluene was then added and the resulting mixture was refluxed for 6 hours. After cooling, the reaction mixtur... Product: CC=1C(=NC=C(C1)C)N1CCN(CC1)C(=O)C=1C=NC(=CC1C)F ([4-(3,5-dimethylpyridin-2-yl)piperazin-1-yl](6-fluoro-4-methylpyridin-3-yl)methanone). As a reaction SMILES: [F:1][C:2]1[CH:10]=[C:9]([CH3:11])[C:5]([C:6]([OH:8])=O)=[CH:4][N:3]=1.[CH3:12][C:13]1[C:14]([N:20]2[CH2:25][CH2:24][NH:23][CH2:22][CH2:21]2)=[N:15][CH:16]=[C:17]([CH3:19])[CH:18]=1>>[CH3:12][C:13]1[C:14]([N:20]2[CH2:21][CH2:22][N:23]([C:6]([C:5]3[CH:4]=[N:3][C:2]([F:1])=[CH:10][C:9]=3[CH3:11])=[O:8])[CH2:24][CH2:25]2)=[N:15][CH:16]=[C:17]([CH3:19])[CH:18]=1. Procedure details: Using 6-fluoro-4-methylnicotinic acid (310 mg) and 1-(3,5-dimethylpyridin-2-yl)piperazine (383 mg) described in Preparation Example 79 and by the reaction and treatment in the same manner as in Preparation Example 109, the title compound (620 mg) was obtained. Starting materials: FC1=NC=C(C(=O)O)C(=C1)C (6-fluoro-4-methylnicotinic acid), CC=1C(=NC=C(C1)C)N1CCNCC1 (1-(3,5-dimethylpyridin-2-yl)piperazine). Isolated yield 94.5%.